Dataset: the Open Reaction Database (ORD), a public repository of structured organic reaction records. Task: describe an organic reaction: reactants, conditions, products, and yield Reactants: BrC1=C(C=C(S1)S(=O)(=O)N)C(C)OCOCCOC (5-Bromo-4-[l-(methoxyethoxymethoxy)ethyl]thiophene-2-sulfonamide), O (water). Solvent: CO (methanol). Yields the product BrC1=C(C=C(S1)S(=O)(=O)N)C(C)O (5-Bromo-4-(l-hydroxyethyl)thiophene-2-sulfonamide). Isolated yield 48.9%. RXN SMILES: [Br:1][C:2]1[S:6][C:5]([S:7]([NH2:10])(=[O:9])=[O:8])=[CH:4][C:3]=1[CH:11]([O:13]COCCOC)[CH3:12].O>CO>[Br:1][C:2]1[S:6][C:5]([S:7]([NH2:10])(=[O:8])=[O:9])=[CH:4][C:3]=1[CH:11]([OH:13])[CH3:12]. Reported procedure: 5-Bromo-4-[l-(methoxyethoxymethoxy)ethyl]thiophene-2-sulfonamide (5.3 g, 0.014 mol) was dissolved in methanol (25 ml) and water (25 ml) was added. Some oil separated. To this stirred mixture was added sulfuric acid (25 ml) dropwise with cooling over 20 minutes. The resulting solution was stirred at room temperature over night. The methanol was removed in vacuo and the residual suspension was diluted with two volumes of water. The product was extracted into ethyl acetate. The extract was washed w... Starting materials: C1CCOC1, C[Si](C)(C)[N-][Si](C)(C)C, Cl, O=C1Cc2cc(F)ccc2N1, [Li+], O=C1OCc2nc(CN3CCOCC3)ccc21. Yields the product O=C1Nc2ccc(F)cc2C1=C1OCc2nc(CN3CCOCC3)ccc21. Reaction SMILES: [CH2:40]1[O:41][CH2:42][CH2:43][CH2:44]1.[CH3:12][Si:13]([N-:14][Si:15]([CH3:16])([CH3:17])[CH3:18])([CH3:19])[CH3:20].[ClH:39].[F:1][c:2]1[cH:3][c:4]2[c:8]([cH:9][cH:10]1)[NH:7][C:6](=[O:11])[CH2:5]2.[Li+:21].[O:22]1[CH2:23][CH2:24][N:25]([CH2:28][c:29]2[cH:30][cH:31][c:32]3[c:33]([n:34]2)[CH2:35][O:36][C:37]3=[O:38])[CH2:26][CH2:27]1>>[F:1][c:2]1[cH:3][c:4]2[c:8]([cH:9][cH:10]1)[NH:7][C:6](=[O:11])[C:5]2=[C:37]1[c:32]2[cH:31][cH:30][c:29]([CH2:28][N:25]3[CH2:24][CH2:23][O:22][CH2:27][CH2:26]3)[n:34][c:33]2[CH2:35][O:36]1.